From a dataset of the Open Reaction Database (ORD), a public repository of structured organic reaction records. describe an organic reaction: reactants, conditions, products, and yield Reactants: CN(C)CN(C)C (Bis-dimethylaminomethane), O1C(=CC=C1)CSCCNC1=NC=C(C(N1)=O)CC=1OC=CC1 (2-[2-(2-furanylmethylthio)ethylamino]-5-(2-furanylmethyl)-4-pyrimidone). Solvent: C(C)(=O)O (acetic acid). Reaction conditions: time 3 hour. The product is CN(C)CC1=CC=C(O1)CSCCNC1=NC=C(C(N1)=O)CC=1OC(=CC1)CN(C)C (2-[2-(5-dimethylaminomethyl-2-furanylmethylthio)ethylamino]-5-(5-dimethylaminomethyl-2-furanylmethyl)-4-pyrimidone), residue. As a reaction SMILES: CN([CH2:4][N:5]([CH3:7])[CH3:6])C.[O:8]1[CH:12]=[CH:11][CH:10]=[C:9]1[CH2:13][S:14][CH2:15][CH2:16][NH:17][C:18]1[NH:23][C:22](=[O:24])[C:21]([CH2:25][C:26]2[O:27][CH:28]=[CH:29][CH:30]=2)=[CH:20][N:19]=1>C(O)(=O)C>[CH3:4][N:5]([CH2:7][C:12]1[O:8][C:9]([CH2:13][S:14][CH2:15][CH2:16][NH:17][C:18]2[NH:23][C:22](=[O:24])[C:21]([CH2:25][C:26]3[O:27][C:28]([CH2:7][N:5]([CH3:4])[CH3:6])=[CH:29][CH:30]=3)=[CH:20][N:19]=2)=[CH:10][CH:11]=1)[CH3:6]. Procedure: Bis-dimethylaminomethane (1.23 g,) was added whilst stirring 2-[2-(2-furanylmethylthio)ethylamino]-5-(2-furanylmethyl)-4-pyrimidone (0.8 g) was suspended in glacial acetic acid (8 ml). The mixture was then stirred at room temperature for 3 hr and allowed to stand for ca 16 hr. The acid was evaporated at reduced pressure azeotropically with water. The residual oil was dissolved in water, filtered and the filtrate taken to pH 9 using aqueous sodium carbonate solution. The basic solution was extrac... Starting materials: Cl.C1(=CC=CC=C1)CNCC(=O)N([C@@H](C)C1=CC=CC=C1)CC1=CC=CC=C1 (2-(phenylmethyl)amino-N-phenylmethyl-N-{1(S)phenylethyl}acetamide hydrochloride), C[C@H](NCC1=CC=CC=C1)C1=CC=CC=C1 (α(S)-methyl-N-(phenylmethyl)benzene methanamine), O=C(CNC(OC(C)(C)C)=O)N([C@@H](C)C1=CC=CC=C1)CC1=CC=CC=C1 (tert-butyl N-{2-oxo-2-{(phenylmethyl){1(S)-phenylethyl}amino}ethyl}carbamate). The product is Cl.O=C(CNC(O)=O)N([C@@H](C)C1=CC=CC=C1)CC1=CC=CC=C1 (N-{2-oxo-2-{(phenylmethyl){1(S)-phenylethyl}amino}ethyl}carbamate hydrochloride). As a reaction SMILES: [ClH:1].C1(CNCC(N(CC2C=CC=CC=2)[C@H](C2C=CC=CC=2)C)=O)C=CC=CC=1.C[C@@H](C1C=CC=CC=1)NCC1C=CC=CC=1.[O:45]=[C:46]([N:56]([CH2:65][C:66]1[CH:71]=[CH:70][CH:69]=[CH:68][CH:67]=1)[C@H:57]([C:59]1[CH:64]=[CH:63][CH:62]=[CH:61][CH:60]=1)[CH3:58])[CH2:47][NH:48][C:49](=[O:55])[O:50]C(C)(C)C>>[ClH:1].[O:45]=[C:46]([N:56]([CH2:65][C:66]1[CH:67]=[CH:68][CH:69]=[CH:70][CH:71]=1)[C@H:57]([C:59]1[CH:60]=[CH:61][CH:62]=[CH:63][CH:64]=1)[CH3:58])[CH2:47][NH:48][C:49](=[O:50])[OH:55] |f:0.1,4.5|. Procedure: 2-(phenylmethyl)amino-N-phenylmethyl-N-{1(S)phenylethyl}acetamide hydrochloride: By following the procedure of Example 1(a) but replacing dibenzylamine with α(S)-methyl-N-(phenylmethyl)benzene methanamine, ((S)-N-benzyl-α-methylbenzylamine, Oxford Asymmetry Ltd., Abingdon Oxon, UK), tert-butyl N-{2-oxo-2-{(phenylmethyl){1(S)-phenylethyl}amino}ethyl}carbamate was made. The Boc group was removed following the procedure of Example 1(b) to give N-{2-oxo-2-{(phenylmethyl){1(S)-phenylethyl}amino}ethyl... Starting materials: O=C(c1ncc[nH]1)c1ncc[nH]1, Nc1ccc(OC2CCCC2)nc1, CC(=O)N(C)C1CCN(c2ccc(N)cc2)C1. Product: CC(=O)N(C)C1CCN(c2ccc(NC(=O)Nc3ccc(OC4CCCC4)nc3)cc2)C1. Reaction SMILES: [C:18](=[O:19])([c:20]1[nH:21][cH:22][cH:23][n:24]1)[c:25]1[nH:26][cH:27][cH:28][n:29]1.[CH:30]1([O:35][c:36]2[cH:37][cH:38][c:39]([NH2:42])[cH:40][n:41]2)[CH2:31][CH2:32][CH2:33][CH2:34]1.[NH2:1][c:2]1[cH:3][cH:4][c:5]([N:8]2[CH2:9][CH:10]([N:13]([C:14]([CH3:15])=[O:16])[CH3:17])[CH2:11][CH2:12]2)[cH:6][cH:7]1>>[NH:1]([c:2]1[cH:3][cH:4][c:5]([N:8]2[CH2:9][CH:10]([N:13]([C:14]([CH3:15])=[O:16])[CH3:17])[CH2:11][CH2:12]2)[cH:6][cH:7]1)[C:18](=[O:19])[NH:42][c:39]1[cH:38][cH:37][c:36]([O:35][CH:30]2[CH2:31][CH2:32][CH2:33][CH2:34]2)[n:41][cH:40]1.